From a dataset of the Open Reaction Database (ORD), a public repository of structured organic reaction records. describe an organic reaction: reactants, conditions, products, and yield Starting materials: 1-methyl-2-[2,8-dimethyl-7-(5-nitro-2-furyl)-s-triazolo[2,3-c]pyrimidinyl-5-]-imino-pyrrolidine, compound, C(C)(=O)NC=1NC(C(=C(N1)C=1OC=CC1)C)=O (2-acetamido-4-(2-furyl)-5-methyl-6(1H)-pyrimidinone), N-methyl-pyrrolidone-(2)-phosphorus oxychloride, CC=1N=C2N(C(=NC(=C2C)C=2OC(=CC2)[N+](=O)[O-])N)N1 (2,8-dimethyl-5-amino-7-(5-nitro-2-furyl)-s-triazolo[2,3-c]pyrimidine), O.NN (hydrazine hydrate). Yields the product NC1=NC(=C(C(=N1)C=1OC=CC1)C)NN (2-amino-4-(2-furyl)-6-hydrazino-5-methyl-pyrimidine). Procedure: 1-methyl-2-[2,8-dimethyl-7-(5-nitro-2-furyl)-s-triazolo[2,3-c]pyrimidinyl-5-]-imino-pyrrolidine (m.p. 244° - 246°C.) from the N-methyl-pyrrolidone-(2)-phosphorus oxychloride adduct and 2,8-dimethyl-5-amino-7-(5-nitro-2-furyl)-s-triazolo[2,3-c]pyrimidine; the latter compound (m.p. 290° - 295°C.) used as starting material was obtained by chlorinating 2-acetamido-4-(2-furyl)-5-methyl-6(1H)-pyrimidinone and the intermediate obtained (m.p. 155° - 160°C.) reacted with hydrazine hydrate to give 2-amino... Reaction SMILES: CC1[N:3]=[C:4]2[C:9]([CH3:10])=[C:8]([C:11]3[O:12][C:13]([N+]([O-])=O)=[CH:14][CH:15]=3)[N:7]=[C:6]([NH2:19])[N:5]2N=1.C([NH:24]C1NC(=O)C(C)=C(C2OC=CC=2)N=1)(=O)C.O.NN>>[NH2:19][C:6]1[N:7]=[C:8]([C:11]2[O:12][CH:13]=[CH:14][CH:15]=2)[C:9]([CH3:10])=[C:4]([NH:3][NH2:24])[N:5]=1 |f:2.3|. Reactants: ClC1=CC(=C(CN2N=CC3=CC(=CC=C23)\C=C/2\C(N(C(S2)=O)C[C@H]2NCCC2)=O)C=C1)C(F)(F)F ((5Z)-5-({1-[4-chloro-2-(trifluoromethyl)benzyl]-1H-indazol-5-yl}methylidene)-3-[(2S)-pyrrolidin-2-ylmethyl]-1,3-thiazolidine-2,4-dione), COCCBr (2-bromoethyl methyl ether). The product is ClC1=CC(=C(CN2N=CC3=CC(=CC=C23)\C=C/2\C(N(C(S2)=O)C[C@H]2N(CCC2)CCOC)=O)C=C1)C(F)(F)F ((5Z)-5-({1-[4-Chloro-2-(trifluoromethyl)benzyl]-1H-indazol-5-yl}methylidene)-3-{[(2S)-1-(2-methoxyethyl)pyrrolidin-2-yl]methyl}-1,3-thiazolidine-2,4-dione). As a reaction SMILES: [Cl:1][C:2]1[CH:31]=[CH:30][C:5]([CH2:6][N:7]2[C:15]3[C:10](=[CH:11][C:12](/[CH:16]=[C:17]4/[C:18](=[O:29])[N:19]([CH2:23][C@@H:24]5[CH2:28][CH2:27][CH2:26][NH:25]5)[C:20](=[O:22])[S:21]/4)=[CH:13][CH:14]=3)[CH:9]=[N:8]2)=[C:4]([C:32]([F:35])([F:34])[F:33])[CH:3]=1.[CH3:36][O:37][CH2:38][CH2:39]Br>>[Cl:1][C:2]1[CH:31]=[CH:30][C:5]([CH2:6][N:7]2[C:15]3[C:10](=[CH:11][C:12](/[CH:16]=[C:17]4/[C:18](=[O:29])[N:19]([CH2:23][C@@H:24]5[CH2:28][CH2:27][CH2:26][N:25]5[CH2:39][CH2:38][O:37][CH3:36])[C:20](=[O:22])[S:21]/4)=[CH:13][CH:14]=3)[CH:9]=[N:8]2)=[C:4]([C:32]([F:35])([F:33])[F:34])[CH:3]=1. Procedure: (5Z)-5-({1-[4-Chloro-2-(trifluoromethyl)benzyl]-1H-indazol-5-yl}methylidene)-3-{[(2S)-1-(2-methoxyethyl)pyrrolidin-2-yl]methyl}-1,3-thiazolidine-2,4-dione was prepared from (5Z)-5-({1-[4-chloro-2-(trifluoromethyl)benzyl]-1H-indazol-5-yl}methylidene)-3-[(2S)-pyrrolidin-2-ylmethyl]-1,3-thiazolidine-2,4-dione (Example 145) and 2-bromoethyl methyl ether following General Procedure S. Reactants: [C-]#N, NC(=O)C1(CC(=O)[O-])CO1, [Na+], [Na+]. Product: N#CCC(O)(CC(=O)[O-])C(N)=O, [Na+]. RXN SMILES: [C-:12]#[N:13].[C:1]([NH2:2])(=[O:3])[C:4]1([CH2:5][C:6](=[O:7])[O-:8])[CH2:9][O:10]1.[Na+:11].[Na+:14]>>[C:1]([NH2:2])(=[O:3])[C:4]([CH2:5][C:6](=[O:7])[O-:8])([CH2:9][C:12]#[N:13])[OH:10].[Na+:11].